This data is from the Open Reaction Database (ORD), a public repository of structured organic reaction records. The task is: describe an organic reaction: reactants, conditions, products, and yield Run in C1CCOC1 (THF), CCOCC (ether). Yields the product ClC1=CC=C(C=C1)C1C(CC1)=O (2-(4-chlorophenyl)cyclobutanone). As a reaction SMILES: [Cl:1][C:2]1[CH:9]=[CH:8][C:5]([CH:6]=O)=[CH:4][CH:3]=1.F[B-](F)(F)F.[CH:15]1([S+](C2C=CC=CC=2)C2C=CC=CC=2)[CH2:17][CH2:16]1.CC(C)([O-:34])C.[K+].F[B-](F)(F)F.[H+]>C1COCC1.CCOCC>[Cl:1][C:2]1[CH:9]=[CH:8][C:5]([CH:6]2[CH2:17][CH2:15][C:16]2=[O:34])=[CH:4][CH:3]=1 |f:1.2,3.4,5.6|. Reactants: CC(C)([O-])C.[K+] (potassium tert. butoxide), F[B-](F)(F)F.[H+] (tetrafluoroboric acid), ClC1=CC=C(C=O)C=C1 (4-chloro-benzaldehyde), F[B-](F)(F)F.C1(CC1)[S+](C1=CC=CC=C1)C1=CC=CC=C1 (cyclopropyldiphenylsulfonium tetrafluoroborate). Procedure details: To a stirred solution of 4-chloro-benzaldehyde (142 mg, 1 mmol) and cyclopropyldiphenylsulfonium tetrafluoroborate (317 mg, 1 mmol) in 10 ml dry THF, cooled to 0° C., was added dropwise, with stirring, a slurry of potassium tert. butoxide (1.4 ml 1M). After addition was complete the reaction was stirred 30 min. and 1M tetrafluoroboric acid (10% in THF) (10 ml) was added. The mixture was allowed to warm to room temperature and was taken up into ether and the ether solution was washed with saturat... Reactants: C(C(C)=C)Cl (methallyl chloride), C1COC2=CC=CC=C2OCCOCCOC3=CC=CC=C3OCCO1 (dibenzo-18-crown-6), [OH-].[K+] (potassium hydroxide), C(C)(=O)C1CC(CCC1)(C)C (1-acetyl-3,3-dimethylcyclohexane). The solvent is C1(=CC=CC=C1)C (toluene), O (water). Reaction conditions: temperature 70 celsius. The product is CC1(CCCCC1)C (3,3-dimethylcyclohexane), C(C)(=O)C1(CC(CCC1)(C)C)CC(=C)C (1-acetyl-3,3-dimethyl-1-(2-methyl-2-propenyl) cyclohexane). As a reaction SMILES: [OH-].[K+].[C:3]([CH:6]1[CH2:11][CH2:10][CH2:9][C:8]([CH3:13])([CH3:12])[CH2:7]1)(=[O:5])[CH3:4].C1OCCOC2C(=CC=CC=2)OCCOCCOC2C(=CC=CC=2)OC1.[CH2:40](Cl)[C:41](=[CH2:43])[CH3:42]>O.C1(C)C=CC=CC=1>[CH3:12][C:8]1([CH3:13])[CH2:9][CH2:10][CH2:11][CH2:6][CH2:7]1.[C:3]([C:6]1([CH2:42][C:41]([CH3:43])=[CH2:40])[CH2:11][CH2:10][CH2:9][C:8]([CH3:13])([CH3:12])[CH2:7]1)(=[O:5])[CH3:4] |f:0.1|. Reported procedure: A slurry of potassium hydroxide (84 grams, 1.5 moles), 1-acetyl-3,3-dimethylcyclohexane (156 grams, 1 mole), dibenzo-18-crown-6 (3 grams) having the structure: ##STR24## produced by the Aldrich Chemical Company of Metuchen, New Jersey, and toluene (150 ml) is heated to reflux whereupon the reaction mass thickens. The mass is cooled to 70° C., and methallyl chloride (135 grams, 1.5 moles) is added thereto rendering the reaction mixture more fluid. The reaction mixture is heated at reflux for an a... The reactants are Cl (HCl), BrC1=CN=C(S1)N1CCN(CC1)C (1-(5-bromothiazol-2-yl)-4-methylpiperazine), ClC1=C2C=C(N=CC2=C(C=C1)F)C=1C(=NC=C(C1)B1OC(C(O1)(C)C)(C)C)N (3-(5-Chloro-8-fluoroisoquinolin-3-yl)-5-(4,4,5,5-tetramethyl-[1,3,2]dioxaborolan-2-yl)-pyridin-2-ylamine), C([O-])([O-])=O.[K+].[K+] (potassium carbonate). The reagents and catalysts are C=1C=CC(=CC1)[P](C=2C=CC=CC2)(C=3C=CC=CC3)[Pd]([P](C=4C=CC=CC4)(C=5C=CC=CC5)C=6C=CC=CC6)([P](C=7C=CC=CC7)(C=8C=CC=CC8)C=9C=CC=CC9)[P](C=1C=CC=CC1)(C=1C=CC=CC1)C=1C=CC=CC1 (Pd(PPh3)4). Solvent: CCOCC (ether), C(Cl)Cl (DCM), COCCOC.O (DME Water). Run at temperature 100 celsius. Yields the product Cl.Cl.Cl.ClC1=C2C=C(N=CC2=C(C=C1)F)C=1C(=NC=C(C1)C1=CN=C(S1)N1CCN(CC1)C)N (3-(5-Chloro-8-fluoroisoquinolin-3-yl)-5-[2-(4-methylpiperazin-1-yl)-thiazol-5-yl]-pyridin-2-ylamine trihydrochloride). Reaction SMILES: Br[C:2]1[S:6][C:5]([N:7]2[CH2:12][CH2:11][N:10]([CH3:13])[CH2:9][CH2:8]2)=[N:4][CH:3]=1.[Cl:14][C:15]1[CH:24]=[CH:23][C:22]([F:25])=[C:21]2[C:16]=1[CH:17]=[C:18]([C:26]1[C:27]([NH2:41])=[N:28][CH:29]=[C:30](B3OC(C)(C)C(C)(C)O3)[CH:31]=1)[N:19]=[CH:20]2.C(=O)([O-])[O-].[K+].[K+].[ClH:48]>C(Cl)Cl.CCOCC.C1C=CC([P]([Pd]([P](C2C=CC=CC=2)(C2C=CC=CC=2)C2C=CC=CC=2)([P](C2C=CC=CC=2)(C2C=CC=CC=2)C2C=CC=CC=2)[P](C2C=CC=CC=2)(C2C=CC=CC=2)C2C=CC=CC=2)(C2C=CC=CC=2)C2C=CC=CC=2)=CC=1.COCCOC.O>[ClH:14].[ClH:48].[ClH:14].[Cl:14][C:15]1[CH:24]=[CH:23][C:22]([F:25])=[C:21]2[C:16]=1[CH:17]=[C:18]([C:26]1[C:27]([NH2:41])=[N:28][CH:29]=[C:30]([C:2]3[S:6][C:5]([N:7]4[CH2:12][CH2:11][N:10]([CH3:13])[CH2:9][CH2:8]4)=[N:4][CH:3]=3)[CH:31]=1)[N:19]=[CH:20]2 |f:2.3.4,9.10,11.12.13.14,^1:60,62,81,100|. Procedure: A solution of 1-(5-bromothiazol-2-yl)-4-methylpiperazine (45 mg, 0.17 mmol), 3-(5-chloro-8-fluoroisoquinolin-3-yl)-5-(4,4,5,5-tetramethyl-1,3,2-dioxaborolan-2-yl)-pyridin-2-ylamine (BB5) (89.2 mg, 0.223 mmol), potassium carbonate (71.2 mg, 0.515 mmol), and Pd(PPh3)4 (11.9 mg, 0.0103 mmol) in previously degassed DME/Water (4:1) (3.0 mL) was placed in a microwave tube and evacuated and charged with N2 (2×). The reaction mixture was heated in the microwave reactor to 100° C. for 45 min. The reactio... Starting materials: FC(C(=O)O)(F)F.FC(C(=O)O)(F)F.ClC=1C=NC=2NC=3C=CC=C(NCC4=CC=CC(NC1N2)=C4)C3 (6-chloro-2,4,8,15,22-pentaazatetracyclo[14.3.1.1(3,7).1(9,13)]docosa-1(20),3(22),4,6,9(21),10,12,16,18-nonaene bis(trifluoroacetate)), N1=CC=CC=C1 (pyridine), C(C)(=O)OC(C)=O (acetic anhydride). Run in C(C)#N (acetonitrile). Conditions: time 16 hour. Product: FC(C(=O)O)(F)F.C(C)(=O)N1CC2=CC=CC(NC3=C(C=NC(NC=4C=CC=C1C4)=N3)Cl)=C2 (15-Acetyl-6-chloro-2,4,8,15,22-pentaazatetracyclo[14.3.1.1(3,7).1(9,13)]docosa-1(20),3(22),4,6,9(21),10,12,16,18-nonaene trifluoroacetate). The yield is 57.9%. As a reaction SMILES: [F:1][C:2]([F:7])([F:6])[C:3]([OH:5])=[O:4].F[C:9](F)(F)[C:10]([OH:12])=O.[Cl:15][C:16]1[CH:17]=[N:18][C:19]2[NH:20][C:21]3[CH:22]=[CH:23][CH:24]=[C:25]([CH:37]=3)[NH:26][CH2:27][C:28]3[CH:36]=[C:32]([NH:33][C:34]=1[N:35]=2)[CH:31]=[CH:30][CH:29]=3.N1C=CC=CC=1.C(OC(=O)C)(=O)C>C(#N)C>[F:1][C:2]([F:7])([F:6])[C:3]([OH:5])=[O:4].[C:10]([N:26]1[C:25]2[CH:37]=[C:21]([CH:22]=[CH:23][CH:24]=2)[NH:20][C:19]2=[N:35][C:34](=[C:16]([Cl:15])[CH:17]=[N:18]2)[NH:33][C:32]2=[CH:36][C:28](=[CH:29][CH:30]=[CH:31]2)[CH2:27]1)(=[O:12])[CH3:9] |f:0.1.2,6.7|. Procedure details: A solution of 6-chloro-2,4,8,15,22-pentaazatetracyclo[14.3.1.1(3,7).1(9,13)]docosa-1(20),3(22),4,6,9(21),10,12,16,18-nonaene bis(trifluoroacetate) (10 mg, 18 μmol) in acetonitrile (0.28 mL) was treated with pyridine (7.3 μL, 91 μmol) followed by acetic anhydride (2.1 μL, 22 μmol) and stirred for 16 h. The reaction mixture was quenched with a few drops of acetic acid and purified by preparative LCMS to give the desired product (5 mg, 58%) as a solid. LCMS for C19H17ClN5O (M+H)+: m/z=366.0. 1H NMR... The reactants are O=C([O-])O, CC(=O)OCCc1ccc(O)c(C(C)=O)c1, CCO, [Na+], O. The product is CC(=O)c1cc(CCO)ccc1O. RXN SMILES: [C:17](=[O:18])([OH:19])[O-:20].[C:1](=[O:2])([CH3:3])[O:4][CH2:5][CH2:6][c:7]1[cH:8][c:9]([C:14]([CH3:15])=[O:16])[c:10]([OH:13])[cH:11][cH:12]1.[CH3:22][CH2:23][OH:24].[Na+:21].[OH2:25]>>[OH:4][CH2:5][CH2:6][c:7]1[cH:8][c:9]([C:14]([CH3:15])=[O:16])[c:10]([OH:13])[cH:11][cH:12]1. Starting materials: CC1=C(C(=CC(=C1)O)C)O (2,6-dimethyl-1,4-dihydroxybenzene), C(C1=CC=CC=C1)(=O)Cl (benzoyl chloride). Solvent: N1=CC=CC=C1 (pyridine). Yields the product C(C1=CC=CC=C1)(=O)OC1=CC(=C(C(=C1)C)O)C (4-benzoyloxy-2,6-dimethylphenol). As a reaction SMILES: [CH3:1][C:2]1[CH:7]=[C:6]([OH:8])[CH:5]=[C:4]([CH3:9])[C:3]=1[OH:10].[C:11](Cl)(=[O:18])[C:12]1[CH:17]=[CH:16][CH:15]=[CH:14][CH:13]=1>N1C=CC=CC=1>[C:11]([O:8][C:6]1[CH:7]=[C:2]([CH3:1])[C:3]([OH:10])=[C:4]([CH3:9])[CH:5]=1)(=[O:18])[C:12]1[CH:17]=[CH:16][CH:15]=[CH:14][CH:13]=1. Reported procedure: Using 4.70 g of 2,6-dimethyl-1,4-dihydroxybenzene, 4.0 ml of benzoyl chloride and 100 ml of pyridine, reaction and workup carried out as in Reference Example gave 6.35 g of 4-benzoyloxy-2,6-dimethylphenol as white crystals, m.p. 139.5-141.0° C. Using 6.35 g of the white crystals, 1.26 g of sodium hydride, 4.2 ml of benzyl bromide and 50 ml of DMF, reaction and workup carried out as in Example 12 gave 4.22 g of yellow oil. The product is BrC1=CC=C(C=C1)CC(CC)O (1-(4-bromophenyl)butan-2-ol). The solvent is CCOC(=O)C (EtOAc), CO (MeOH). Procedure: To a solution of 70B (478 mg, 2.1 mmol) in 5 mL MeOH at 0° C., was added NaBH4 (110 mg, 2.98 mmol). The solution was stirred at rt for 30 min, then was diluted with EtOAc and washed with H2O and brine, dried (Na2SO4) and concentrated. Purification via flash chromatography (0-30% EtOAc/hexanes) afforded 70C (460 mg, 96%). MS (ESI) m/z 221.2 (M-OH)+. Run at time 30 minute. RXN SMILES: [Br:1][C:2]1[CH:7]=[CH:6][C:5]([CH2:8][C:9](=[O:12])[CH2:10][CH3:11])=[CH:4][CH:3]=1.[BH4-].[Na+]>CO.CCOC(C)=O>[Br:1][C:2]1[CH:3]=[CH:4][C:5]([CH2:8][CH:9]([OH:12])[CH2:10][CH3:11])=[CH:6][CH:7]=1 |f:1.2|. Starting materials: BrC1=CC=C(C=C1)CC(CC)=O (1-(4-bromophenyl)butan-2-one), [BH4-].[Na+] (NaBH4). The yield is 95.6%. Starting materials: CCCCCCCCCCCc1cnc(-c2ccc(O)cc2)nc1, CCCc1ncc(C(=O)O)s1, C(=NC1CCCCC1)=NC1CCCCC1, ClCCl. Product: CCCCCCCCCCCc1cnc(-c2ccc(OC(=O)c3cnc(CCC)s3)cc2)nc1. As a reaction SMILES: [CH2:1]([CH2:2][CH2:3][CH2:4][CH2:5][CH2:6][CH2:7][CH2:8][CH2:9][CH2:10][CH3:11])[c:12]1[cH:13][n:14][c:15](-[c:18]2[cH:19][cH:20][c:21]([OH:24])[cH:22][cH:23]2)[n:16][cH:17]1.[CH2:25]([CH2:26][CH3:27])[c:28]1[s:29][c:30]([C:33](=[O:34])[OH:35])[cH:31][n:32]1.[CH:36]1([N:37]=[C:38]=[N:39][CH:40]2[CH2:41][CH2:42][CH2:43][CH2:44][CH2:45]2)[CH2:46][CH2:47][CH2:48][CH2:49][CH2:50]1.[Cl:51][CH2:52][Cl:53]>>[CH2:1]([CH2:2][CH2:3][CH2:4][CH2:5][CH2:6][CH2:7][CH2:8][CH2:9][CH2:10][CH3:11])[c:12]1[cH:13][n:14][c:15](-[c:18]2[cH:19][cH:20][c:21]([O:24][C:33]([c:30]3[s:29][c:28]([CH2:25][CH2:26][CH3:27])[n:32][cH:31]3)=[O:34])[cH:22][cH:23]2)[n:16][cH:17]1.